This data is from the Open Reaction Database (ORD), a public repository of structured organic reaction records. The task is: describe an organic reaction: reactants, conditions, products, and yield The reactants are crude product, CO (methanol), [OH-].[K+] (KOH), 16βfluoro-5-α-androsten-17-one, [H][H] (hydrogen), F[C@@H]1C([C@]2(C)[C@@H](C1)[C@@H]1CC[C@H]3CCCC[C@]3(C)[C@H]1CC2)=O (16β-fluoro-5α-androstan-17-one). Reagents/catalysts: [Pd] (palladium on carbon). Run in C(C)O (ethanol). The product is F[C@H]1C([C@]2(C)[C@@H](C1)[C@@H]1CC[C@H]3CCCC[C@]3(C)[C@H]1CC2)=O (16α-fluoro-5α-androstan-17-one). RXN SMILES: [H][H].[F:3][C@H:4]1[CH2:9][C@H:8]2[C@H:10]3[C@H:20]([CH2:21][CH2:22][C@:6]2([CH3:7])[C:5]1=[O:23])[C@:18]1([CH3:19])[C@H:13]([CH2:14][CH2:15][CH2:16][CH2:17]1)[CH2:12][CH2:11]3.CO.[OH-].[K+]>C(O)C.[Pd]>[F:3][C@@H:4]1[CH2:9][C@H:8]2[C@H:10]3[C@H:20]([CH2:21][CH2:22][C@:6]2([CH3:7])[C:5]1=[O:23])[C@:18]1([CH3:19])[C@H:13]([CH2:14][CH2:15][CH2:16][CH2:17]1)[CH2:12][CH2:11]3 |f:3.4|. Procedure details: 250 mg of 16βfluoro-5-α-androsten-17-one in 50 ml of ethanol was treated with 50 mg of 5% palladium on carbon and hydrogen gas for 21/2 hours. The reaction mixture, as indicated by the IR, is compatible with 16β-fluoro-5α-androstan-17-one. This crude product was treated with 5 ml methanol and 5 ml of 1N methanolic KOH for one hour. The mixture was partitioned between methylene chloride and water and subjected to HPLC as indicated above. Crystallization of the less mobile component from methanol ... The reactants are FC1=CC=C(C=C1)C=1OC2=C(C1C(=O)NC)C=C(C(=C2)N(S(=O)(=O)C)C)B2OC(C(O2)(C)C)(C)C (2-(4-fluorophenyl)-N-methyl-6-(N-methylmethylsulfonamido)-5-(4,4,5,5-tetramethyl-1,3,2-dioxaborolan-2-yl)benzofuran-3-carboxamide), BrC1=CC2=C(NC(NC2=O)C=2SC=CC2)N=C1 (6-bromo-2-(thiophen-2-yl)-2,3-dihydropyrido[2,3-d]pyrimidin-4(1H)-one), K3PO4.3H2O. Reagents/catalysts: C1=CC=C(C=C1)P([C-]2C=CC=C2)C3=CC=CC=C3.C1=CC=C(C=C1)P([C-]2C=CC=C2)C3=CC=CC=C3.Cl[Pd]Cl.[Fe+2] (Pd(dppf)Cl2). The solvent is O1CCOCC1 (1,4-dioxane). Run at temperature 80 celsius, time 8 hour. The product is FC1=CC=C(C=C1)C=1OC2=C(C1C(=O)NC)C=C(C(=C2)N(S(=O)(=O)C)C)C2=CC1=C(NC(NC1=O)C=1SC=CC1)N=C2 (2-(4-fluorophenyl)-N-methyl-6-(N-methylmethylsulfonamido)-5-(4-oxo-2-(thiophen-2-yl)-1,2,3,4-tetrahydropyrido[2,3-d]pyrimidin-6-yl)benzofuran-3-carboxamide). Isolated yield 22.0%. Reaction SMILES: [F:1][C:2]1[CH:7]=[CH:6][C:5]([C:8]2[O:9][C:10]3[CH:20]=[C:19]([N:21]([CH3:26])[S:22]([CH3:25])(=[O:24])=[O:23])[C:18](B4OC(C)(C)C(C)(C)O4)=[CH:17][C:11]=3[C:12]=2[C:13]([NH:15][CH3:16])=[O:14])=[CH:4][CH:3]=1.Br[C:37]1[CH:52]=[N:51][C:40]2[NH:41][CH:42]([C:46]3[S:47][CH:48]=[CH:49][CH:50]=3)[NH:43][C:44](=[O:45])[C:39]=2[CH:38]=1>O1CCOCC1.C1C=CC(P(C2C=CC=CC=2)[C-]2C=CC=C2)=CC=1.C1C=CC(P(C2C=CC=CC=2)[C-]2C=CC=C2)=CC=1.Cl[Pd]Cl.[Fe+2]>[F:1][C:2]1[CH:3]=[CH:4][C:5]([C:8]2[O:9][C:10]3[CH:20]=[C:19]([N:21]([CH3:26])[S:22]([CH3:25])(=[O:23])=[O:24])[C:18]([C:37]4[CH:52]=[N:51][C:40]5[NH:41][CH:42]([C:46]6[S:47][CH:48]=[CH:49][CH:50]=6)[NH:43][C:44](=[O:45])[C:39]=5[CH:38]=4)=[CH:17][C:11]=3[C:12]=2[C:13]([NH:15][CH3:16])=[O:14])=[CH:6][CH:7]=1 |f:3.4.5.6|. Procedure details: To a mixture of 2-(4-fluorophenyl)-N-methyl-6-(N-methylmethylsulfonamido)-5-(4,4,5,5-tetramethyl-1,3,2-dioxaborolan-2-yl)benzofuran-3-carboxamide (150 mg, 0.30 mmol), compound 6-bromo-2-(thiophen-2-yl)-2,3-dihydropyrido[2,3-d]pyrimidin-4(1H)-one (112 mg, 0.36 mmol) and K3PO4.3H2O (239 mg, 0.90 mmol) in 1,4-dioxane (3 mL), Pd(dppf)Cl2 (20 mg) was added under N2 protection. After being stirred at 80° C. overnight, the reaction mixture was concentrated in vacuo, suspended in water and extracted wit... The reactants are CN(CCO)c1ccc(C#N)c(Oc2ccc(Br)c(C3OCCO3)c2)n1, C1CCOC1, Cl. The product is CN(CCO)c1ccc(C#N)c(Oc2ccc(Br)c(C=O)c2)n1. Reaction SMILES: [Br:1][c:2]1[c:3]([CH:22]2[O:23][CH2:26][CH2:25][O:24]2)[cH:4][c:5]([O:6][c:7]2[c:8]([C:9]#[N:10])[cH:11][cH:12][c:13]([N:15]([CH3:16])[CH2:17][CH2:18][OH:19])[n:14]2)[cH:20][cH:21]1.[CH2:28]1[O:29][CH2:30][CH2:31][CH2:32]1.[ClH:27]>>[Br:1][c:2]1[c:3]([CH:22]=[O:23])[cH:4][c:5]([O:6][c:7]2[c:8]([C:9]#[N:10])[cH:11][cH:12][c:13]([N:15]([CH3:16])[CH2:17][CH2:18][OH:19])[n:14]2)[cH:20][cH:21]1. Reactants: Cl.Cl.NN (Hydrazine dihydrochloride), CN(C)\C=N\C(=O)C1(CCOCC1)C1=CC(=CC=C1)SC1=CC=C(C=C1)N1N=C(NC1=O)C (N-[(1E)-(dimethylamino)methylene]-4-(3-{[4-(3-methyl-5-oxo-4,5-dihydro-1H-1,2,4-triazol-1-yl)phenyl]thio}phenyl)tetrahydro-2H-pyran-4-carboxamide), CO (methanol), C(C)(=O)O (acetic acid). Run in [OH-].[Na+] (sodium hydroxide), O1CCOCC1 (1,4-dioxane), C(C)(=O)OCC (ethyl acetate). Conditions: time 30 minute. Yields the product CC=1NC(N(N1)C1=CC=C(C=C1)SC1=CC(=CC=C1)C1(CCOCC1)C1=NN=CN1)=O (5-methyl-2-[4-({3-[4-(4H-1,2,4-triazol-3-yl)tetrahydro-2H-pyran-4-yl]phenyl}thio)phenyl]-2,4-dihydro-3H-1,2,4-triazol-3-one). As a reaction SMILES: Cl.Cl.[NH2:3]N.C[N:6](/[CH:8]=[N:9]/[C:10]([C:12]1([C:18]2[CH:23]=[CH:22][CH:21]=[C:20]([S:24][C:25]3[CH:30]=[CH:29][C:28]([N:31]4[C:35](=[O:36])[NH:34][C:33]([CH3:37])=[N:32]4)=[CH:27][CH:26]=3)[CH:19]=2)[CH2:17][CH2:16][O:15][CH2:14][CH2:13]1)=O)C.C(O)(=O)C.CO>[OH-].[Na+].O1CCOCC1.C(OCC)(=O)C>[CH3:37][C:33]1[NH:34][C:35](=[O:36])[N:31]([C:28]2[CH:29]=[CH:30][C:25]([S:24][C:20]3[CH:21]=[CH:22][CH:23]=[C:18]([C:12]4([C:10]5[NH:9][CH:8]=[N:6][N:3]=5)[CH2:13][CH2:14][O:15][CH2:16][CH2:17]4)[CH:19]=3)=[CH:26][CH:27]=2)[N:32]=1 |f:0.1.2,6.7|. Procedure: Hydrazine dihydrochloride (1.13 g, 10.75 mmol) in sodium hydroxide solution (5N, 3 mL) was added to a solution of N-[(1E)-(dimethylamino)methylene]-4-(3-{[4-(3-methyl-5-oxo-4,5-dihydro-1H-1,2,4-triazol-1-yl)phenyl]thio}phenyl)tetrahydro-2H-pyran-4-carboxamide (3.0 g, 2.15 mmol) (example 11) in 1,4-dioxane. Glacial acetic acid (30 mL, 70%) was added and the reaction mixture was stirred at room temperature for about 30 minutes and then at 90° C. for about 5 hours. The solvent was evaporated under ... The reactants are C([O-])(O)=O.[Na+] (sodium bicarbonate), C(C)(=O)O[BH-](OC(C)=O)OC(C)=O.[Na+] (sodium triacetoxyborohydride), COC=1C=C2C=CC=NC2=CC1CC=O ((6-methoxyquinolin-7-yl)acetaldehyde), O1CCOC12CCNCC2 (1,4-dioxa-8-azaspiro[4.5]decane). Run in C(C)(=O)O (acetic acid), C(Cl)Cl (methylene chloride). Conditions: time 3 hour. Product: O1CCOC12CCN(CC2)CCC2=C(C=C1C=CC=NC1=C2)OC (7-[2-(1,4-Dioxa-8-azaspiro[4.5]decan-8-yl)ethyl]-6-methoxyquinoline). Isolated yield 30.8%. RXN SMILES: [CH3:1][O:2][C:3]1[CH:4]=[C:5]2[C:10](=[CH:11][C:12]=1[CH2:13][CH:14]=O)[N:9]=[CH:8][CH:7]=[CH:6]2.[O:16]1[C:20]2([CH2:25][CH2:24][NH:23][CH2:22][CH2:21]2)[O:19][CH2:18][CH2:17]1.C(O[BH-](OC(=O)C)OC(=O)C)(=O)C.[Na+].C(=O)(O)[O-].[Na+]>C(Cl)Cl.C(O)(=O)C>[O:16]1[C:20]2([CH2:25][CH2:24][N:23]([CH2:14][CH2:13][C:12]3[CH:11]=[C:10]4[C:5]([CH:6]=[CH:7][CH:8]=[N:9]4)=[CH:4][C:3]=3[O:2][CH3:1])[CH2:22][CH2:21]2)[O:19][CH2:18][CH2:17]1 |f:2.3,4.5|. Procedure: 1.45 g of (6-methoxyquinolin-7-yl)acetaldehyde and 0.63 g of 1,4-dioxa-8-azaspiro[4.5]decane were dissolved in 20 ml of methylene chloride. Thereafter, 0.42 ml of acetic acid and 0.74 g of sodium triacetoxyborohydride were added to the reaction solution, and the obtained mixture was then stirred at room temperature for 3 hours. Thereafter, a saturated sodium bicarbonate aqueous solution was added to the reaction solution, followed by extraction with methylene chloride. The extract was dried over... The reactants are P(Br)(Br)Br (phosphorus tribromide), C1(CCC1)COC1=C(C=CC=C1)CO ({2-[(cyclobutylmethyl)oxy]phenyl}methanol), Intermediate 26, ice water, C([O-])(O)=O.[Na+] (sodium bicarbonate). The solvent is C(Cl)Cl (DCM), C(Cl)Cl (DCM), C(Cl)Cl (DCM). Run at temperature 5 celsius. Product: BrCC1=C(C=CC=C1)OCC1CCC1 (1-(Bromomethyl)-2-[(cyclobutylmethyl)oxy]benzene). As a reaction SMILES: [CH:1]1([CH2:5][O:6][C:7]2[CH:12]=[CH:11][CH:10]=[CH:9][C:8]=2[CH2:13]O)[CH2:4][CH2:3][CH2:2]1.P(Br)(Br)[Br:16].C(=O)(O)[O-].[Na+]>C(Cl)Cl>[Br:16][CH2:13][C:8]1[CH:9]=[CH:10][CH:11]=[CH:12][C:7]=1[O:6][CH2:5][CH:1]1[CH2:4][CH2:3][CH2:2]1 |f:2.3|. Reported procedure: A solution of {2-[(cyclobutylmethyl)oxy]phenyl}methanol (for a preparation see Intermediate 26) (0.5 g, 2.60 mmol) in anhydrous DCM (5 ml) was cooled to 5° C. under nitrogen. A solution of phosphorus tribromide (0.248 ml, 2.63 mmol) in anhydrous DCM (2 ml) was added dropwise. The reaction mixture was stirred allowing to warm up to ambient temperature for 1.5 h. The reaction mixture was then poured onto a mixture of ice/water (40 ml) and saturated sodium bicarbonate (15 ml). DCM (30 ml) was added... The reactants are O=C1CCC(=O)N1Br, CC#N, N#Cc1nn(-c2c(Cl)cc(C(F)(F)F)cc2Cl)c(N)c1-c1cccs1, O. The product is N#Cc1nn(-c2c(Cl)cc(C(F)(F)F)cc2Cl)c(N)c1-c1ccc(Br)s1. Reaction SMILES: [Br:26][N:27]1[C:28](=[O:29])[CH2:30][CH2:31][C:32]1=[O:33].[CH3:35][C:36]#[N:37].[NH2:1][c:2]1[c:3](-[c:21]2[s:22][cH:23][cH:24][cH:25]2)[c:4]([C:19]#[N:20])[n:5][n:6]1-[c:7]1[c:8]([Cl:18])[cH:9][c:10]([C:14]([F:15])([F:16])[F:17])[cH:11][c:12]1[Cl:13].[OH2:34]>>[NH2:1][c:2]1[c:3](-[c:21]2[s:22][c:23]([Br:26])[cH:24][cH:25]2)[c:4]([C:19]#[N:20])[n:5][n:6]1-[c:7]1[c:8]([Cl:18])[cH:9][c:10]([C:14]([F:15])([F:16])[F:17])[cH:11][c:12]1[Cl:13].